From a dataset of the Open Reaction Database (ORD), a public repository of structured organic reaction records. describe an organic reaction: reactants, conditions, products, and yield Starting materials: C(CC(O)(C(=O)O)CC(=O)O)(=O)O (citric acid), OCCOC1=C(C(=NC=N1)NS(=O)(=O)CCC)C1=CC=C(C=C1)C (n-Propanesulfonic acid [6-(2-hydroxy-ethoxy)-5-p-tolyl-pyrimidin-4-yl]-amide), ClC1=NC=C(C=N1)Br (2-chloro-5-bromo-pyrimidine), [H-].[Na+] (Sodium hydride). Solvent: C1CCOC1 (THF). Reaction conditions: temperature 50 celsius, time 15 minute. The product is BrC=1C=NC(=NC1)OCCOC1=C(C(=NC=N1)NS(=O)(=O)CCC)C1=CC=C(C=C1)C (n-propanesulfonic acid {6-[2-(5-bromo-pyrimidin-2-yloxy)-ethoxy]-5-p-tolyl-pyrimidin-4-yl}-amide). The yield is 39.1%. RXN SMILES: [OH:1][CH2:2][CH2:3][O:4][C:5]1[N:10]=[CH:9][N:8]=[C:7]([NH:11][S:12]([CH2:15][CH2:16][CH3:17])(=[O:14])=[O:13])[C:6]=1[C:18]1[CH:23]=[CH:22][C:21]([CH3:24])=[CH:20][CH:19]=1.[H-].[Na+].Cl[C:28]1[N:33]=[CH:32][C:31]([Br:34])=[CH:30][N:29]=1.C(O)(=O)CC(CC(O)=O)(C(O)=O)O>C1COCC1>[Br:34][C:31]1[CH:30]=[N:29][C:28]([O:1][CH2:2][CH2:3][O:4][C:5]2[N:10]=[CH:9][N:8]=[C:7]([NH:11][S:12]([CH2:15][CH2:16][CH3:17])(=[O:13])=[O:14])[C:6]=2[C:18]2[CH:23]=[CH:22][C:21]([CH3:24])=[CH:20][CH:19]=2)=[N:33][CH:32]=1 |f:1.2|. Procedure details: n-Propanesulfonic acid [6-(2-hydroxy-ethoxy)-5-p-tolyl-pyrimidin-4-yl]-amide (115 mg) was dissolved in THF (15 ml). Sodium hydride (60 mg) was added followed by stirring for 15 min at 50° C. Then 2-chloro-5-bromo-pyrimidine (135 mg) was added and stirring was continued for 8 h at 75° C. The reaction mixture was poured onto ice water, acidified with solid citric acid and extracted with ethyl acetate. The combined organic extracts were dried over magnesium sulfate, filtered and the solvent was eva... Starting materials: CC=1SC=CC1C=O (2-methylthiophene-3-carbaldehyde), O (water), C(C)OCC (diethyl ether), BrN1C(CCC1=O)=O (N-bromosuccinimide). Solvent: CN(C)C=O (DMF). Conditions: time 16 hour. Product: BrC1=CC(=C(S1)C)C=O (5-bromo-2-methylthiophene-3-carbaldehyde). Isolated yield 82.0%. Reaction SMILES: [CH3:1][C:2]1[S:3][CH:4]=[CH:5][C:6]=1[CH:7]=[O:8].[Br:9]N1C(=O)CCC1=O.O.C(OCC)C>CN(C=O)C>[Br:9][C:4]1[S:3][C:2]([CH3:1])=[C:6]([CH:7]=[O:8])[CH:5]=1. Procedure details: To a solution of 2-methylthiophene-3-carbaldehyde (0.204 g, 1.62 mmol, Comins, D. L.; Killpack, M. O. J. Org. Chem. 1987, 52(1), 104-109) in DMF (10 mL) was added N-bromosuccinimide (0.43 g, 2.43 mmol); the resulting mixture was stirred at rt for about 16 h and then water (75 mL) and diethyl ether (25 mL) were added. The layers were separated and the aqueous layer was extracted with diethyl ether (2×30 mL). The combined organic layers were washed with water (15 mL), dried (MgSO4), filtered and c... Reactants: CC(C)=CCBr, CCN(C(C)C)C(C)C, CN(C)C=O, OCc1nc2ccccc2[nH]1. The product is CC(C)=CCn1c(CO)nc2ccccc21. As a reaction SMILES: [Br:12][CH2:13][CH:14]=[C:15]([CH3:16])[CH3:17].[CH:18]([N:19]([CH2:20][CH3:21])[CH:22]([CH3:23])[CH3:24])([CH3:25])[CH3:26].[O:27]=[CH:28][N:29]([CH3:30])[CH3:31].[nH:1]1[c:2]([CH2:10][OH:11])[n:3][c:4]2[c:5]1[cH:6][cH:7][cH:8][cH:9]2>>[n:1]1([CH2:13][CH:14]=[C:15]([CH3:16])[CH3:17])[c:2]([CH2:10][OH:11])[n:3][c:4]2[c:5]1[cH:6][cH:7][cH:8][cH:9]2. Starting materials: CN1C=NC2=C1C=CC(=C2)N (1-methyl-5-aminobenzimidazole). Run in C(C(C)C)O (isobutanol). Yields the product CN1C=NC2=C1C=CC(=C2)NC=2NCCN2 (1-Methyl-5-(2-imidazolin-2-ylamino)Benzimidazole). Yield: 101.8%. RXN SMILES: [CH3:1][N:2]1[C:6]2[CH:7]=[CH:8][C:9]([NH2:11])=[CH:10][C:5]=2[N:4]=[CH:3]1>C(O)C(C)C>[CH3:1][N:2]1[C:6]2[CH:7]=[CH:8][C:9]([NH:11][C:3]3[NH:4][CH2:5][CH2:6][N:2]=3)=[CH:10][C:5]=2[N:4]=[CH:3]1. Procedure details: A solution of 1-methyl-5-aminobenzimidazole (0.15 g, 1.1 mmol) and ISA (0.30 g, 2.2 mmol) in 3 ml of isobutanol was stirred at reflux for 12 h. The reaction mixture was concentrated in vacuo, yielding an oily residue which was purified on silica gel column chromatography (NH3 sat'd 20% isopropanol/EtOAc) to yield 0.12 g (0.56 mmol, 51%) of the desired product. The product obtained was converted to the fumarate salt and recrystallized from isopropanol to afford 0.11 g (30%) of the product as a wh... Starting materials: CCOCC (Ether), C(C1=CC=CC=C1)OC[C@H]([C@](CCC=C)(C)OC)O ((2R,3R)l-BENZYLOXY-3-METHOXY-3-METHYL-6-HEPTENE-2-OL), O1CCCC=C1 (dihydropyran), C1(=CC=C(C=C1)S(=O)(=O)[O-])C.[NH+]1=CC=CC=C1 (pyridinium paratoluene sulfonate). The solvent is ClCCl (dichloromethane). Yields the product C(C1=CC=CC=C1)OC[C@H]([C@](CCC=C)(C)OC)OC1OCCCC1 ((2R,3R)l-BENZYLOXY-2-TETRAHYDROPYRANYLOXY-3-METHOXY-3-METHYL-6-HEPTENE). As a reaction SMILES: [CH2:1]([O:8][CH2:9][C@@H:10]([OH:19])[C@@:11]([O:17][CH3:18])([CH3:16])[CH2:12][CH2:13][CH:14]=[CH2:15])[C:2]1[CH:7]=[CH:6][CH:5]=[CH:4][CH:3]=1.[O:20]1[CH:25]=[CH:24][CH2:23][CH2:22][CH2:21]1.C1(C)C=CC(S([O-])(=O)=O)=CC=1.[NH+]1C=CC=CC=1.CCOCC>ClCCl>[CH2:1]([O:8][CH2:9][C@@H:10]([O:19][CH:21]1[CH2:22][CH2:23][CH2:24][CH2:25][O:20]1)[C@@:11]([O:17][CH3:18])([CH3:16])[CH2:12][CH2:13][CH:14]=[CH2:15])[C:2]1[CH:7]=[CH:6][CH:5]=[CH:4][CH:3]=1 |f:2.3|. Procedure: A solution of (2R,3R)l-benzyloxy-3-methoxy-3-methyl-6-heptene-2-ol (10) (37.1 mmol, 9.8 g), dihydropyran (55.7 mmol, 5.1 ml) and pyridinium paratoluene sulfonate (3.71 mmol, 0.93 g) in anhydrous dichloromethane (100 ml) is stirred under nitrogen atmosphere for 24 h. Ether (400 ml) is added, and the organic layer is washed with water, brine, saturated aqueous NaHCO3 and brine. After drying over anhydrous magnesium sulfate the solvent is flash evaporated. The product 11b is used as such in the nex...